The task is: describe an organic reaction: reactants, conditions, products, and yield. This data is from the Open Reaction Database (ORD), a public repository of structured organic reaction records. Yields the product ClC1=CC=C(CN2C(=NN=C2C)[C@@H]2N(CCC2)C(=O)NC2=CC=C(C=C2)C(F)(F)F)C=C1 ((R)-2-(4-(4-chlorobenzyl)-5-methyl-4H-1,2,4-triazol-3-yl)-N-(4-(trifluoromethyl)phenyl)pyrrolidine-1-carboxamide). Reaction SMILES: [N:1]([C:4]1[CH:9]=[CH:8][C:7]([C:10]([F:13])([F:12])[F:11])=[CH:6][CH:5]=1)=[C:2]=[O:3].OC(C(F)(F)F)=O.[Cl:21][C:22]1[CH:39]=[CH:38][C:25]([CH2:26][N:27]2[C:31]([C@H:32]3[CH2:36][CH2:35][CH2:34][NH:33]3)=[N:30][N:29]=[C:28]2[CH3:37])=[CH:24][CH:23]=1.C(N(CC)C(C)C)(C)C.C([O-])(O)=O.[Na+]>C(Cl)Cl.[Cl-].[Na+].O>[Cl:21][C:22]1[CH:39]=[CH:38][C:25]([CH2:26][N:27]2[C:28]([CH3:37])=[N:29][N:30]=[C:31]2[C@H:32]2[CH2:36][CH2:35][CH2:34][N:33]2[C:2]([NH:1][C:4]2[CH:5]=[CH:6][C:7]([C:10]([F:11])([F:12])[F:13])=[CH:8][CH:9]=2)=[O:3])=[CH:24][CH:23]=1 |f:1.2,4.5,7.8.9|. Yield: 53.0%. Reactants: C(=O)(O)[O-].[Na+] (NaHCO3), N(=C=O)C1=CC=C(C=C1)C(F)(F)F (1-isocyanato-4-(trifluoromethyl)benzene), OC(=O)C(F)(F)F.ClC1=CC=C(CN2C(=NN=C2[C@@H]2NCCC2)C)C=C1 ((R)-4-(4-chlorobenzyl)-3-methyl-5-(pyrrolidin-2-yl)-4H-1,2,4-triazole TFA salt), C(C)(C)N(C(C)C)CC (N,N-diisopropylethylamine). Solvent: [Cl-].[Na+].O (brine), C(Cl)Cl (CH2Cl2), ClCCl (dichloromethane). Run at temperature 0 celsius, time 30 minute. Reported procedure: To a stirring solution of 1-isocyanato-4-(trifluoromethyl)benzene (48.6 mg, 0.26 mmol) in 8 mL of CH2Cl2 at 0° C. was slowly added a solution of the (R)-4-(4-chlorobenzyl)-3-methyl-5-(pyrrolidin-2-yl)-4H-1,2,4-triazole TFA salt (0.1237 g, 0.2 mmol) and N,N-diisopropylethylamine (0.108 mL, 0.620 mmol) in dichloromethane (2 mL). The resulting mixture was stirred 0° C. for 30 minutes, then at room temperature overnight. The reaction mixture was treated with sat. aqueous NaHCO3 (10 mL) and brine, dr... Isolated yield 70.3%. Reagents/catalysts: CC(C)([P](C(C)(C)C)([Pd][P](C(C)(C)C)(C(C)(C)C)C(C)(C)C)C(C)(C)C)C (bis(tri-t-butylphosphine)palladium). Reported procedure: In one 20 mL vial, a mixture of 2-bromo-6-[(1S)-1-(3-fluorobenzyl)-2-hydroxyethyl]-6,7-dihydro-5H-pyrrolo[3,4-b]pyridin-5-one (0.041 g, 0.11 mmol), 4-chloro-1-methyl-5-(4,4,5,5-tetramethyl-1,3,2-dioxaborolan-2-yl)-1H-pyrazole (0.0327 g, 0.135 mmol), bis(tri-t-butylphosphine)palladium (0.00574 g, 0.0112 mmol), and N,N-diisopropylethylamine (0.0587 mL, 0.337 mmol) in 1,4-dioxane (5 mL) was microwaved at 120° C. for 20 minutes. The resulting mixture was filtered through a pad of celite and concentr... The product is ClC=1C=NN(C1C1=CC=C2C(=N1)CN(C2=O)[C@H](CO)CC2=CC(=CC=C2)F)C (2-(4-chloro-1-methyl-1H-pyrazol-5-yl)-6-[(1S)-1-(3-fluorobenzyl)-2-hydroxyethyl]-6,7-dihydro-5H-pyrrolo[3,4-b]pyridin-5-one). RXN SMILES: Br[C:2]1[N:7]=[C:6]2[CH2:8][N:9]([C@@H:12]([CH2:15][C:16]3[CH:21]=[CH:20][CH:19]=[C:18]([F:22])[CH:17]=3)[CH2:13][OH:14])[C:10](=[O:11])[C:5]2=[CH:4][CH:3]=1.[Cl:23][C:24]1[CH:25]=[N:26][N:27]([CH3:38])[C:28]=1B1OC(C)(C)C(C)(C)O1.C(N(CC)C(C)C)(C)C>O1CCOCC1.CC(C)([P](C(C)(C)C)([Pd][P](C(C)(C)C)(C(C)(C)C)C(C)(C)C)C(C)(C)C)C>[Cl:23][C:24]1[CH:25]=[N:26][N:27]([CH3:38])[C:28]=1[C:2]1[N:7]=[C:6]2[CH2:8][N:9]([C@@H:12]([CH2:15][C:16]3[CH:21]=[CH:20][CH:19]=[C:18]([F:22])[CH:17]=3)[CH2:13][OH:14])[C:10](=[O:11])[C:5]2=[CH:4][CH:3]=1 |^1:56,62|. Run in one, O1CCOCC1 (1,4-dioxane). Reactants: BrC1=CC=C2C(=N1)CN(C2=O)[C@H](CO)CC2=CC(=CC=C2)F (2-bromo-6-[(1S)-1-(3-fluorobenzyl)-2-hydroxyethyl]-6,7-dihydro-5H-pyrrolo[3,4-b]pyridin-5-one), ClC=1C=NN(C1B1OC(C(O1)(C)C)(C)C)C (4-chloro-1-methyl-5-(4,4,5,5-tetramethyl-1,3,2-dioxaborolan-2-yl)-1H-pyrazole), C(C)(C)N(C(C)C)CC (N,N-diisopropylethylamine).